Dataset: the Open Reaction Database (ORD), a public repository of structured organic reaction records. Task: describe an organic reaction: reactants, conditions, products, and yield Starting materials: OC(CO)C1=NC2=C(C=CC=C2C(=C1C(=O)NC=1SC=CN1)O)C(F)(F)F (2-(1,2-dihydroxyethyl)-4-hydroxy-N-(2-thiazolyl)-8-trifluoromethyl-3-quinoline carboxamide), C1(=CC=C(C=C1)S(=O)(=O)O)C (p-toluene sulfonic acid). Solvent: CC(=O)C (acetone). Run at temperature 20 celsius. The product is CC1(OCC(O1)C1=NC2=C(C=CC=C2C(=C1C(=O)NC=1SC=CN1)O)C(F)(F)F)C (2-(2,2-dimethyl-1,3-dioxolan-4-yl)-4-hydroxy-N-(2-thiazolyl)-8-trifluoromethyl-3-quinoline-carboxamide). The yield is 156.8%. Reaction SMILES: [OH:1][CH:2]([C:5]1[C:14]([C:15]([NH:17][C:18]2[S:19][CH:20]=[CH:21][N:22]=2)=[O:16])=[C:13]([OH:23])[C:12]2[C:7](=[C:8]([C:24]([F:27])([F:26])[F:25])[CH:9]=[CH:10][CH:11]=2)[N:6]=1)[CH2:3][OH:4].[C:28]1(C)[CH:33]=CC(S(O)(=O)=O)=C[CH:29]=1>CC(C)=O>[CH3:29][C:28]1([CH3:33])[O:1][CH:2]([C:5]2[C:14]([C:15]([NH:17][C:18]3[S:19][CH:20]=[CH:21][N:22]=3)=[O:16])=[C:13]([OH:23])[C:12]3[C:7](=[C:8]([C:24]([F:26])([F:25])[F:27])[CH:9]=[CH:10][CH:11]=3)[N:6]=2)[CH2:3][O:4]1. Procedure: A suspension of 3 g of the product of Example 2 in 80 ml of acetone was heated to reflux and 0.3 g of p-toluene sulfonic acid were added. The mixture was refluxed for 5 hours, was cooled to 20° C. and was vacuum filtered. The crystals were dried under reduced pressure and dissolved in 100 ml of tetrahydrofuran warmed to 40° C. The mixture was filtered and was concentrated to one half volume. The mixture was cooled to 20° C. and ether was added. The mixture was vacuum filtered and the crystals we... Starting materials: C(F)(F)(F)C(F)(F)C(=O)F (CF3CF2COF), C(=O)(O)[O-].[Na+] (NaHCO3), OCCOCCO (HO(CH2)2O(CH2)2OH). Run at temperature 30 celsius, time 2 hour. Product: C(F)(F)(F)C(F)(F)C(=O)OCCOCCOC(=O)C(F)(F)C(F)(F)F (CF3CF2COO(CH2)2O(CH2)2OCOCF2CF3). RXN SMILES: [C:1]([C:5]([C:8](F)=[O:9])([F:7])[F:6])([F:4])([F:3])[F:2].[C:11]([O-:14])(O)=[O:12].[Na+].O[CH2:17][CH2:18][O:19][CH2:20][CH2:21][OH:22]>>[C:1]([C:5]([C:11]([O:14][CH2:17][CH2:18][O:19][CH2:20][CH2:21][O:22][C:8]([C:5]([C:1]([F:2])([F:3])[F:4])([F:6])[F:7])=[O:9])=[O:12])([F:7])[F:6])([F:4])([F:3])[F:2] |f:1.2|. Procedure details: HO(CH2)2O(CH2)2OH (40 g) was put into a flask and stirred while maintaining the internal temperature at 30° C. While maintaining the internal temperature of the flask at 30° C., nitrogen and CF3CF2COF (388 g) were supplied over a period of 1.5 hours. After completion of the reaction, while supplying nitrogen gas, stirring was continued at an internal temperature of 30° C. for 2 hours, and then the internal temperature of the flask was brought to at most 15° C., whereupon 5% NaHCO3 (300 ml) was a... Starting materials: C(C)(=O)C=1COC2=CC=CC=C2C1 (3-Acetyl-2H-chromene), C(C)O (ethanol), Cl.CN1CCNCC1 (N-methyl-piperazine hydrochloride), C(C)O (ethanol). Run in Cl (hydrochloric acid). Yields the product Cl.O1CC(=CC2=CC=CC=C12)C(CCN1CCN(CC1)C)=O (1-(2H-3-chromenyl)-3-(N-methyl-piperazino)-1-propanone hydrochloride). RXN SMILES: [C:1]([C:4]1[CH2:5][O:6][C:7]2[C:12]([CH:13]=1)=[CH:11][CH:10]=[CH:9][CH:8]=2)(=[O:3])[CH3:2].[ClH:14].[CH3:15][N:16]1[CH2:21][CH2:20][NH:19][CH2:18][CH2:17]1.[CH2:22](O)C>Cl>[ClH:14].[O:6]1[C:7]2[C:12](=[CH:11][CH:10]=[CH:9][CH:8]=2)[CH:13]=[C:4]([C:1](=[O:3])[CH2:2][CH2:15][N:16]2[CH2:21][CH2:20][N:19]([CH3:22])[CH2:18][CH2:17]2)[CH2:5]1 |f:1.2,5.6|. Procedure: 3-Acetyl-2H-chromene (0.5 mole) is dissolved in 250 ml ethanol, while warming. N-methyl-piperazine hydrochloride (0.4 mole) in ethanol (250 ml) and concentrated hydrochloric acid (1 ml) are added thereto. Trioxymethylene (3 moles) is added portionwise over 2 hours, and the resulting material is refluxed overnight. A pale yellow precipitate forms gradually. After cooling, the precipitate is filtered off, washed with ethanol and then with ether, after which it is dried in a desiccator at 90° C. an... Starting materials: OS(=O)(=O)O (H2SO4), NaHCCO3, O (water), C(C)(C)(C)[Si](OCCCONC(C1=C(C=C(C=C1)F)NC1=C(C=C(C=C1)I)C)=O)(C)C (N-[3-(tert-Butyl-dimethyl-silanyloxy)-propoxy]-4-fluoro-2-(4-iodo-2-methyl-phenylamino)-benzamide), OS(=O)(=O)O (H2SO4). Run in CO (methanol), CO (methanol), CO (methanol). Conditions: time 1 hour. Yields the product FC1=CC(=C(C(=O)NOCCCO)C=C1)NC1=C(C=C(C=C1)I)C (4-fluoro-N-(3-hydroxy-propoxy)-2-(4-iodo-2-methyl-phenylamino)-benzamide). Yield: 74.3%. RXN SMILES: C([Si](C)(C)[O:6][CH2:7][CH2:8][CH2:9][O:10][NH:11][C:12](=[O:29])[C:13]1[CH:18]=[CH:17][C:16]([F:19])=[CH:15][C:14]=1[NH:20][C:21]1[CH:26]=[CH:25][C:24]([I:27])=[CH:23][C:22]=1[CH3:28])(C)(C)C.OS(O)(=O)=O.O>CO>[F:19][C:16]1[CH:17]=[CH:18][C:13]([C:12]([NH:11][O:10][CH2:9][CH2:8][CH2:7][OH:6])=[O:29])=[C:14]([NH:20][C:21]2[CH:26]=[CH:25][C:24]([I:27])=[CH:23][C:22]=2[CH3:28])[CH:15]=1. Procedure: To a solution of N-[3-(tert-Butyl-dimethyl-silanyloxy)-propoxy]-4-fluoro-2-(4-iodo-2-methyl-phenylamino)-benzamide (4.0 g, 7.27 mmol) in methanol (5 mL) at ambient temperature was added 5 M H2SO4 in methanol (0.073 mL, 0.364 mmol). After 1 h of stirring, to the reaction was added additional 5 M H2SO4 in methanol (0.035 mL, 0.182 mmol). After 2 h of stirring, the reaction was adjusted to pH 7 using saturated NaHCCO3 (aq) (c. a. 1.5 mL), followed by addition of water (35 mL). The aqueous layer was... The reactants are S1C=NC2=C1C=C(C=C2)N2C(N(CC2)C=2C=NC=CC2Cl)=O (1-Benzothiazol-6-yl-3-(4-chloro-pyridin-3-yl)-imidazolidin-2-one), [OH-].[K+] (KOH), C(=O)([O-])[O-].[K+].[K+] (K2CO3), CN1C(CCC1)CO ((1-methyl-pyrrolidin-2-yl)-methanol), crown ether. Solvent: C1(=CC=CC=C1)C (toluene), CO (MeOH), C(Cl)(Cl)Cl (CHCl3). Conditions: time 5 minute. Yields the product S1C=NC2=C1C=C(C=C2)N2C(N(CC2)C=2C=NC=CC2OCC2N(CCC2)C)=O (1-Benzothiazol-6-yl-3-[4-(1-methyl-pyrrolidin-2-ylmethoxy)-pyridin-3-yl]-imidazolidin-2-one). The yield is 4.8%. As a reaction SMILES: [S:1]1[C:5]2[CH:6]=[C:7]([N:10]3[CH2:14][CH2:13][N:12]([C:15]4[CH:16]=[N:17][CH:18]=[CH:19][C:20]=4Cl)[C:11]3=[O:22])[CH:8]=[CH:9][C:4]=2[N:3]=[CH:2]1.[OH-].[K+].C([O-])([O-])=O.[K+].[K+].[CH3:31][N:32]1[CH2:36][CH2:35][CH2:34][CH:33]1[CH2:37][OH:38]>C(Cl)(Cl)Cl.CO.C1(C)C=CC=CC=1>[S:1]1[C:5]2[CH:6]=[C:7]([N:10]3[CH2:14][CH2:13][N:12]([C:15]4[CH:16]=[N:17][CH:18]=[CH:19][C:20]=4[O:38][CH2:37][CH:33]4[CH2:34][CH2:35][CH2:36][N:32]4[CH3:31])[C:11]3=[O:22])[CH:8]=[CH:9][C:4]=2[N:3]=[CH:2]1 |f:1.2,3.4.5|. Procedure: 1-Benzothiazol-6-yl-3-(4-chloro-pyridin-3-yl)-imidazolidin-2-one (I-180a: 100 mg, 0.3023 mmol) was added to a stirred mixture of KOH (68 mg, 1.2092 mmol), K2CO3 (42 mg, 0.3023 mmol) and toluene (3 mL) and the reaction mixture was stirred at RT for 5 mins. This was followed by the addition of (1-methyl-pyrrolidin-2-yl)-methanol (52 mg, 0.4534 mmol) and 18 crown ether (8 mg, 0.0302 mmol) and the resulting mixture was refluxed for 24 hrs. The reaction was monitored by TLC (10% MeOH in CHCl3). The r...